From a dataset of the Open Reaction Database (ORD), a public repository of structured organic reaction records. describe an organic reaction: reactants, conditions, products, and yield The reactants are Cc1c(CCC(=O)O)cc(C(C)(C)C)c(O)c1C, CC(C)(C)CC(C)(C)c1ccc(O)cc1, CN(C)C=O, Cc1ccccc1, O=S(Cl)Cl. As a reaction SMILES: [C:1]([CH3:2])([CH3:3])([CH3:4])[c:5]1[c:6]([OH:18])[c:7]([CH3:17])[c:8]([CH3:16])[c:9]([CH2:11][CH2:12][C:13](=[O:14])[OH:15])[cH:10]1.[C:28]([CH3:29])([CH3:30])([CH2:31][C:32]([CH3:33])([CH3:34])[CH3:35])[c:36]1[cH:37][cH:38][c:39]([OH:42])[cH:40][cH:41]1.[CH3:23][N:24]([CH3:25])[CH:26]=[O:27].[CH3:43][c:44]1[cH:45][cH:46][cH:47][cH:48][cH:49]1.[S:19]([Cl:20])([Cl:21])=[O:22]>>[C:1]([CH3:2])([CH3:3])([CH3:4])[c:5]1[c:6]([OH:18])[c:7]([CH3:17])[c:8]([CH3:16])[c:9]([CH2:11][CH2:12][C:13](=[O:14])[O:15][c:39]2[cH:38][cH:37][c:36]([C:28]([CH3:29])([CH3:30])[CH2:31][C:32]([CH3:33])([CH3:34])[CH3:35])[cH:41][cH:40]2)[cH:10]1. Product: Cc1c(CCC(=O)Oc2ccc(C(C)(C)CC(C)(C)C)cc2)cc(C(C)(C)C)c(O)c1C. Starting materials: ClCCl, Cc1c(Cl)n(C)c(=O)n(C)c1=O, CC(C)(CN)CNCC(O)COc1ccccc1, O, c1ccncc1. Yields the product Cc1c(NCC(C)(C)CNCC(O)COc2ccccc2)n(C)c(=O)n(C)c1=O. Reaction SMILES: [CH2:38]([Cl:39])[Cl:40].[Cl:1][c:2]1[n:3]([CH3:12])[c:4](=[O:11])[n:5]([CH3:10])[c:6](=[O:9])[c:7]1[CH3:8].[O:13]([c:14]1[cH:15][cH:16][cH:17][cH:18][cH:19]1)[CH2:20][CH:21]([CH2:22][NH:23][CH2:24][C:25]([CH2:26][NH2:27])([CH3:28])[CH3:29])[OH:30].[OH2:37].[cH:31]1[cH:32][cH:33][n:34][cH:35][cH:36]1>>[c:2]1([NH:27][CH2:26][C:25]([CH2:24][NH:23][CH2:22][CH:21]([CH2:20][O:13][c:14]2[cH:15][cH:16][cH:17][cH:18][cH:19]2)[OH:30])([CH3:28])[CH3:29])[n:3]([CH3:12])[c:4](=[O:11])[n:5]([CH3:10])[c:6](=[O:9])[c:7]1[CH3:8]. Reactants: BrC1=CC(=NC=C1)F (4-bromo-2-fluoro-pyridine), solid, CC(C)([O-])C.[K+] (potassium tert-butoxide). Solvent: CC(C)O (IPA). Conditions: temperature 80 celsius. The product is BrC1=CC(=NC=C1)OC(C)C (4-Bromo-2-Isopropoxy-pyridine). Reaction SMILES: [Br:1][C:2]1[CH:7]=[CH:6][N:5]=[C:4](F)[CH:3]=1.[CH3:9][C:10](C)([O-:12])[CH3:11].[K+]>CC(O)C>[Br:1][C:2]1[CH:7]=[CH:6][N:5]=[C:4]([O:12][CH:10]([CH3:11])[CH3:9])[CH:3]=1 |f:1.2|. Procedure details: To the stirred solution of 4-bromo-2-fluoro-pyridine 17BV (4.12 g, 23.41 mmole) in 50 mL anhydrous IPA in a 150 mL pressure vessel was added 2.627 g (23.41 mmole) of solid potassium tert-butoxide under dry N2 gas. The pressure vessel was tightly sealed and heated at 80° C. for 3 hours. The pressure vessel was cooled to 0° C. in ice-bath before opening. The contents of the pressure vessel were transferred to 250 mL RBF and concentrated to a small volume. The resulting mixture was partitioned betw... Starting materials: CO, O=C(O)CC1NCCc2ccccc21, O=S(=O)(O)O. Product: COC(=O)CC1NCCc2ccccc21. RXN SMILES: [CH3:20][OH:21].[CH:1]1([CH2:11][C:12](=[O:13])[OH:14])[NH:2][CH2:3][CH2:4][c:5]2[cH:6][cH:7][cH:8][cH:9][c:10]21.[S:15](=[O:16])(=[O:17])([OH:18])[OH:19]>>[CH:1]1([CH2:11][C:12]([O:13][CH3:20])=[O:14])[NH:2][CH2:3][CH2:4][c:5]2[cH:6][cH:7][cH:8][cH:9][c:10]21. Reported procedure: To a solution of 4-benzyl 2-tert-butyl 3-ethyl-5-formyl-1H-pyrrole-2,4-dicarboxylate (1.316 g, 3.682 mmol) in ethanol (15.0 mL) was added 10% palladium on carbon (1.300 g, 3.68 mmol) and 1,4-cyclohexadiene (3.50 mL, 36.82 mmol). The reaction was stirred under N2 for 2 h prior to filtration through a pad of Celite. The filtrate was washed with 50 mL of ethyl acetate and the combined organics concentrated in vacuo. The resultant residue was purified by preparative reverse phase HPLC. Proton NMR fo... Run in C(C)O (ethanol). Reactants: C(C)C1=C(NC(=C1C(=O)OCC1=CC=CC=C1)C=O)C(=O)OC(C)(C)C (4-benzyl 2-tert-butyl 3-ethyl-5-formyl-1H-pyrrole-2,4-dicarboxylate), C1=CCC=CC1 (1,4-cyclohexadiene). Reagents/catalysts: [Pd] (palladium on carbon). Run at time 2 hour. Yields the product C(C)(C)(C)OC(=O)C1=C(C(=C(N1)C=O)C(=O)O)CC (5-(tert-butoxycarbonyl)-4-ethyl-2-formyl-1H-pyrrole-3-carboxylic acid). RXN SMILES: [CH2:1]([C:3]1[C:7]([C:8]([O:10]CC2C=CC=CC=2)=[O:9])=[C:6]([CH:18]=[O:19])[NH:5][C:4]=1[C:20]([O:22][C:23]([CH3:26])([CH3:25])[CH3:24])=[O:21])[CH3:2].C1CC=CCC=1>C(O)C.[Pd]>[C:23]([O:22][C:20]([C:4]1[NH:5][C:6]([CH:18]=[O:19])=[C:7]([C:8]([OH:10])=[O:9])[C:3]=1[CH2:1][CH3:2])=[O:21])([CH3:26])([CH3:25])[CH3:24]. Starting materials: C(C1=CC=CC=C1)OC1=CC=C2C(NC(=NC2=C1)C(C(CC)(C)C)=O)=O (7-benzyloxy-3-methylpivaloyl-3,4-dihydroquinazolin-4-one), C(C)(=O)O (acetic acid). Reagents/catalysts: [Pd] (Palladium-on-charcoal). Solvent: C(C)(=O)OCC (ethyl acetate), CO (methanol), CN(C)C=O (DMF). Run at temperature 0 celsius, time 4.5 hour. The product is OC1=CC=C2C(NC(=NC2=C1)C(C(CC)(C)C)=O)=O (7-hydroxy-3-methylpivaloyl-3,4-dihydroquinazolin-4-one). The yield is 83.2%. RXN SMILES: C([O:8][C:9]1[CH:18]=[C:17]2[C:12]([C:13](=[O:26])[NH:14][C:15]([C:19](=[O:25])[C:20]([CH3:24])([CH3:23])[CH2:21][CH3:22])=[N:16]2)=[CH:11][CH:10]=1)C1C=CC=CC=1.C(O)(=O)C>[Pd].C(OCC)(=O)C.CO.CN(C=O)C>[OH:8][C:9]1[CH:18]=[C:17]2[C:12]([C:13](=[O:26])[NH:14][C:15]([C:19](=[O:25])[C:20]([CH3:23])([CH3:24])[CH2:21][CH3:22])=[N:16]2)=[CH:11][CH:10]=1. Procedure: 5% Palladium-on-charcoal catalyst (0.7 g, 50% in water) was added to a solution of 7-benzyloxy-3-methylpivaloyl-3,4-dihydroquinazolin-4-one (6.85 g, 18.7 mmol) in ethyl acetate (300 ml), methanol (40 ml), DMF (40 ml), and acetic acid (0.7 ml). The mixture was vigorously stirred under hydrogen at atmospheric pressure for 4.5 hours. The catalyst was removed by filtration through diatomaceous earth, the filtrate concentrated by evaporation to about 60 ml, diluted with water (300 ml) and extracted w...